describe an organic reaction: reactants, conditions, products, and yield From a dataset of the Open Reaction Database (ORD), a public repository of structured organic reaction records. Starting materials: CN(C(C1=C(C(=CC=C1)C)C)=O)C (N,N-dimethyl-2,3-dimethylbenzamide), OC[C@@H]1N(CCC1)CCCC#N ((R)-4-(2-hydroxymethylpyrrolidin-1-yl)butyronitrile). The product is OC[C@@H]1N(CCC1)CCCC=1NC(C2=CC=CC(=C2C1)C)=O ((R)-3-[3-(2-hydroxymethylpyrrolidin-1-yl)propyl]-5-methyl-2H-isoquinolin-1-one). Yield: 7.0%. Reaction SMILES: C[N:2]([CH3:13])[C:3](=[O:12])[C:4]1[CH:9]=[CH:8][CH:7]=[C:6]([CH3:10])[C:5]=1[CH3:11].[OH:14][CH2:15][C@H:16]1[CH2:20][CH2:19][CH2:18][N:17]1[CH2:21][CH2:22][CH2:23]C#N>>[OH:14][CH2:15][C@H:16]1[CH2:20][CH2:19][CH2:18][N:17]1[CH2:21][CH2:22][CH2:23][C:13]1[NH:2][C:3](=[O:12])[C:4]2[C:5]([CH:11]=1)=[C:6]([CH3:10])[CH:7]=[CH:8][CH:9]=2. Procedure details: By the reaction in the same manner as in Example 1a, using N,N-dimethyl-2,3-dimethylbenzamide (5.8040 g) and (R)-4-(2-hydroxymethylpyrrolidin-1-yl)butyronitrile (2.75 g), (R)-3-[3-(2-hydroxymethylpyrrolidin-1-yl)propyl]-5-methyl-2H-isoquinolin-1-one (344.1 mg) was obtained. Reactants: COC([C@@H](C)OC1=CC(=C(C=C1)CNC(=O)C=1C(=NC=CC1)OC1=CC(=CC=C1)C#N)F)=O ((R)-2-[3-fluoro-4-({[2-(3-cyano-phenoxy)-pyridine-3-carbonyl]-amino}-methyl)-phenoxy]-propionic acid methyl ester), COC(COC1=CC(=C(C=C1)CNC(=O)C=1C(=NC=CC1)OC1=CC2=C(OCO2)C=C1)F)=O ([4-({[2-(benzo[1,3]dioxol-5-yloxy)-pyridine-3-carbonyl]-amino}-methyl)-3-fluoro-phenoxy]-acetic acid methyl ester). Yields the product FC=1C=C(O[C@@H](C(=O)O)C)C=CC1CNC(=O)C=1C(=NC=CC1)OC1=CC(=CC=C1)C#N ((R)-2-[3-Fluoro-4-({[2-(3-cyano-phenoxy)-pyridine-3-carbonyl]-amino}-methyl)-phenoxy]-propionic acid). Reaction SMILES: C[O:2][C:3](=[O:33])[C@H:4]([O:6][C:7]1[CH:12]=[CH:11][C:10]([CH2:13][NH:14][C:15]([C:17]2[C:18]([O:23][C:24]3[CH:29]=[CH:28][CH:27]=[C:26]([C:30]#[N:31])[CH:25]=3)=[N:19][CH:20]=[CH:21][CH:22]=2)=[O:16])=[C:9]([F:32])[CH:8]=1)[CH3:5].COC(=O)COC1C=CC(CNC(C2C(OC3C=CC4OCOC=4C=3)=NC=CC=2)=O)=C(F)C=1>>[F:32][C:9]1[CH:8]=[C:7]([CH:12]=[CH:11][C:10]=1[CH2:13][NH:14][C:15]([C:17]1[C:18]([O:23][C:24]2[CH:29]=[CH:28][CH:27]=[C:26]([C:30]#[N:31])[CH:25]=2)=[N:19][CH:20]=[CH:21][CH:22]=1)=[O:16])[O:6][C@H:4]([CH3:5])[C:3]([OH:33])=[O:2]. Procedure details: The compound of Formula (5.5.11) was prepared in a manner analogous to that described in Example 1, substituting (R)-2-[3-fluoro-4-({[2-(3-cyano-phenoxy)-pyridine-3-carbonyl]-amino}-methyl)-phenoxy]-propionic acid methyl ester for the corresponding [4-({[2-(benzo[1,3]dioxol-5-yloxy)-pyridine-3-carbonyl]-amino}-methyl)-3-fluoro-phenoxy]-acetic acid methyl ester material. Reactants: CCCI, COc1ccccc1-c1cc2c(cc1OC)NC(=O)CN=C2c1cccc(C#N)c1. The product is CCCN1C(=O)CN=C(c2cccc(C#N)c2)c2cc(-c3ccccc3OC)c(OC)cc21. As a reaction SMILES: [CH2:31]([CH2:32][CH3:33])[I:34].[CH3:1][O:2][c:3]1[c:4](-[c:23]2[c:24]([O:29][CH3:30])[cH:25][cH:26][cH:27][cH:28]2)[cH:5][c:6]2[c:7]([cH:22]1)[NH:8][C:9](=[O:21])[CH2:10][N:11]=[C:12]2[c:13]1[cH:14][c:15]([C:16]#[N:17])[cH:18][cH:19][cH:20]1>>[CH3:1][O:2][c:3]1[c:4](-[c:23]2[c:24]([O:29][CH3:30])[cH:25][cH:26][cH:27][cH:28]2)[cH:5][c:6]2[c:7]([cH:22]1)[N:8]([CH2:31][CH2:32][CH3:33])[C:9](=[O:21])[CH2:10][N:11]=[C:12]2[c:13]1[cH:14][c:15]([C:16]#[N:17])[cH:18][cH:19][cH:20]1.